describe an organic reaction: reactants, conditions, products, and yield From a dataset of the Open Reaction Database (ORD), a public repository of structured organic reaction records. Reactants: C(C)(C)(C)OC(=O)NCC1=CC(=C(C=C1)C(CC(C)(C)C)O)F (N-(tert-butoxycarbonyl)-3-fluoro-4-(1-hydroxy-3,3-dimethyl-butyl)-benzylamine). The reagents and catalysts are [O-2].[O-2].[Mn+4] (manganese dioxide). Run in O1CCOCC1 (1,4-dioxane). Conditions: temperature 70 celsius. The product is C(C)(C)(C)OC(=O)NCC1=CC(=C(C=C1)C(CC(C)(C)C)=O)F (N-(tert-Butoxycarbonyl)-4-(3,3-dimethyl-butyryl)-3-fluoro-benzylamine). Yield: 76.8%. RXN SMILES: [C:1]([O:5][C:6]([NH:8][CH2:9][C:10]1[CH:15]=[CH:14][C:13]([CH:16]([OH:22])[CH2:17][C:18]([CH3:21])([CH3:20])[CH3:19])=[C:12]([F:23])[CH:11]=1)=[O:7])([CH3:4])([CH3:3])[CH3:2]>O1CCOCC1.[O-2].[O-2].[Mn+4]>[C:1]([O:5][C:6]([NH:8][CH2:9][C:10]1[CH:15]=[CH:14][C:13]([C:16](=[O:22])[CH2:17][C:18]([CH3:21])([CH3:20])[CH3:19])=[C:12]([F:23])[CH:11]=1)=[O:7])([CH3:4])([CH3:2])[CH3:3] |f:2.3.4|. Procedure details: Add manganese dioxide (1.132 g, 13 mmol) to a solution of N-(tert-butoxycarbonyl)-3-fluoro-4-(1-hydroxy-3,3-dimethyl-butyl)-benzylamine (283 mg, 0.87 mmol) in anhydrous 1,4-dioxane (11.5 mL) at room temperature. Heat the reaction mixture at 70° C. overnight. Filter the reaction mixture over Celite® and concentrate in vacuo. Purify by chromatography on silica gel eluting with hexane/EtOAc (4:1) to obtain the desired intermediate as an oil (216 mg, 77%). Procedure: In 10 ml of dioxane was dissolved 65.2 mg of the compound prepared in Reference Example 2, then 123 mg (3 equivalents) of 4-(4-chlorophenyl)piperidine was added thereto, and the resulting mixture was stirred at 110° C. for 6 hours with heating. Thereafter, the same procedures for reaction, treatment and purification as used in Example 1 were repeated to give 46.7 mg (yield: 52.4%) of the title compound. The hydrochloride of this compound was obtained by converting the compound into hydrochloride... Yield: 52.4%. Yields the product ClC1=CC=C(C=C1)C1CCN(CC1)CCCCCC1OC2=C(CNC1=O)C=CC=C2 (5-(4-(4-chlorophenyl)1-piperidinyl)pentyl-2,3,4,5-tetrahydro-1,4-benzoxazepin-3-one). Starting materials: compound, O1CCOCC1 (dioxane), ClC1=CC=C(C=C1)C1CCNCC1 (4-(4-chlorophenyl)piperidine). As a reaction SMILES: [Cl:1][C:2]1[CH:7]=[CH:6][C:5]([CH:8]2[CH2:13][CH2:12][NH:11][CH2:10][CH2:9]2)=[CH:4][CH:3]=1.[O:14]1[CH2:19][CH2:18][O:17][CH2:16][CH2:15]1>>[Cl:1][C:2]1[CH:7]=[CH:6][C:5]([CH:8]2[CH2:9][CH2:10][N:11]([CH2:4][CH2:3][CH2:2][CH2:7][CH2:6][CH:18]3[C:19](=[O:14])[NH:11][CH2:10][C:9]4[CH:8]=[CH:13][CH:12]=[CH:15][C:16]=4[O:17]3)[CH2:12][CH2:13]2)=[CH:4][CH:3]=1. Reaction conditions: temperature 110 celsius, time 6 hour.